From a dataset of the Open Reaction Database (ORD), a public repository of structured organic reaction records. describe an organic reaction: reactants, conditions, products, and yield Reactants: O1C[C@H]1[C@@H](CCC)OCC(C)OC ((2S,3R)-1,2-epoxy-3-(2-methoxy-2-methylethoxy)hexane), [H-].[Al+3].[Li+].[H-].[H-].[H-] (lithium aluminum hydride), [OH-].[Na+] (sodium hydroxide), [H-].[Al+3].[Li+].[H-].[H-].[H-] (lithium aluminum hydride), O (water). Run in C(C)OCC (diethyl ether), C(C)OCC (diethyl ether). Conditions: temperature 20 celsius, time 36 hour. The product is COC(CO[C@@H]([C@H](C)O)CCC)C ((25,3R)-3-(2-methoxy-2-methylethoxy)hexan-2-ol). Yield: 83.0%. RXN SMILES: [O:1]1[C@H:3]([C@H:4]([O:8][CH2:9][CH:10]([O:12][CH3:13])[CH3:11])[CH2:5][CH2:6][CH3:7])[CH2:2]1.[H-].[Al+3].[Li+].[H-].[H-].[H-].O.[OH-].[Na+]>C(OCC)C>[CH3:13][O:12][CH:10]([CH3:11])[CH2:9][O:8][C@H:4]([CH2:5][CH2:6][CH3:7])[C@@H:3]([OH:1])[CH3:2] |f:1.2.3.4.5.6,8.9|. Procedure details: 3.62 g (19.2 mmol) of (2S,3R)-1,2-epoxy-3-(2-methoxy-2-methylethoxy)hexane in 30 ml of diethyl ether were added dropwise at 0° C. under argon over the course of 15 minutes to a stirred suspension of 0.85 g (22.2 mmol) of lithium aluminum hydride in 100 ml of diethyl ether. The mixture was subsequently then stirred at 20° C. for 36 hours. The excess of lithium aluminum hydride was decomposed by cautious addition of 1.2 ml of water. After 5 minutes, 4 ml of a 10% strength by weight sodium hydroxid... Reactants: C(CCC)[SnH](CCCC)CCCC (tributyltin hydride), C(C=CC)N(C(C(C1=CC(=CC(=C1)F)F)Cl)=O)C1=CC(=CC=C1)C(F)(F)F (N-(2-Butenyl)-N-(3-trifluoromethylphenyl)-2-chloro-2-(3,5-difluorophenyl)acetamide), CC(C)(C#N)N=NC(C)(C)C#N (α,α-azobisisobutyronitrile). Solvent: C1=CC=CC=C1 (benzene). Run at time 20 minute. Product: C(C)C1C(C(N(C1)C1=CC(=CC=C1)C(F)(F)F)=O)C1=CC(=CC(=C1)F)F (4-ethyl-3-(3,5-difluorophenyl)-1-(3-trifluoromethylphenyl)-2-pyrrolidinone). RXN SMILES: [CH2:1]([N:5]([C:18]1[CH:23]=[CH:22][CH:21]=[C:20]([C:24]([F:27])([F:26])[F:25])[CH:19]=1)[C:6](=[O:17])[CH:7](Cl)[C:8]1[CH:13]=[C:12]([F:14])[CH:11]=[C:10]([F:15])[CH:9]=1)[CH:2]=[CH:3][CH3:4].C([SnH](CCCC)CCCC)CCC.CC(N=NC(C#N)(C)C)(C#N)C>C1C=CC=CC=1>[CH2:3]([CH:2]1[CH2:1][N:5]([C:18]2[CH:23]=[CH:22][CH:21]=[C:20]([C:24]([F:27])([F:26])[F:25])[CH:19]=2)[C:6](=[O:17])[CH:7]1[C:8]1[CH:13]=[C:12]([F:14])[CH:11]=[C:10]([F:15])[CH:9]=1)[CH3:4]. Procedure details: N-(2-Butenyl)-N-(3-trifluoromethylphenyl)-2-chloro-2-(3,5-difluorophenyl)acetamide (1.6 g) was added to 30 ml of benzene, followed by the addition of 1.1 ml of tributyltin hydride and a catalytic amount of α,α-azobisisobutyronitrile (AIBN) under stirring at the refluxing temperature. The reaction mixture was then stirred for 20 minutes at the refluxing temperature. The reaction mixture was then concentrated in an evaporator. The resultant concentrate was purified by chromatography on a silica ge... Reactants: ClC1=CC=C(CN2C(=C(C3=CC(=CC=C23)O)C)CC(C(=O)OC)(C)C)C=C1 (methyl 3-[1-(4-chlorobenzyl)-3-methyl-5-hydroxyindol-2-yl]-2,2-dimethylpropanoate), ClCC=1SC=C(N1)C(C)C (2-chloromethyl-4-prop-2-ylthiazole), C(=O)([O-])[O-].[K+].[K+] (K2CO3), C(=O)([O-])[O-].[Cs+].[Cs+] (Cs2CO3), [NH4+].[Cl-] (NH4Cl). Run in CN(C)C=O (DMF). The product is ClC1=CC=C(CN2C(=C(C3=CC(=CC=C23)OCC=2SC=C(N2)C(C)C)C)CC(C(=O)OC)(C)C)C=C1 (Methyl 3-[1-(4-chlorobenzyl)-3-methyl-5-(4-prop-2-ylthiazol-2-ylmethoxy)indol-2-yl]-2,2-dimethylpropanoate). RXN SMILES: [Cl:1][C:2]1[CH:27]=[CH:26][C:5]([CH2:6][N:7]2[C:15]3[C:10](=[CH:11][C:12]([OH:16])=[CH:13][CH:14]=3)[C:9]([CH3:17])=[C:8]2[CH2:18][C:19]([CH3:25])([CH3:24])[C:20]([O:22][CH3:23])=[O:21])=[CH:4][CH:3]=1.Cl[CH2:29][C:30]1[S:31][CH:32]=[C:33]([CH:35]([CH3:37])[CH3:36])[N:34]=1.C([O-])([O-])=O.[K+].[K+].C([O-])([O-])=O.[Cs+].[Cs+].[NH4+].[Cl-]>CN(C=O)C>[Cl:1][C:2]1[CH:27]=[CH:26][C:5]([CH2:6][N:7]2[C:15]3[C:10](=[CH:11][C:12]([O:16][CH2:29][C:30]4[S:31][CH:32]=[C:33]([CH:35]([CH3:37])[CH3:36])[N:34]=4)=[CH:13][CH:14]=3)[C:9]([CH3:17])=[C:8]2[CH2:18][C:19]([CH3:24])([CH3:25])[C:20]([O:22][CH3:23])=[O:21])=[CH:4][CH:3]=1 |f:2.3.4,5.6.7,8.9|. Reported procedure: A solution of methyl 3-[1-(4-chlorobenzyl)-3-methyl-5-hydroxyindol-2-yl]-2,2-dimethylpropanoate (Preparation 1) (50 mg), 2-chloromethyl-4-prop-2-ylthiazole (30 mg), K2CO3 (60 mg), and Cs2CO3 (10 mg) in 2 mL DMF was stirred at room temperature under nitrogen for 24 hours. The mixture was poured onto sat.'d NH4Cl solution, extracted 2× Et2O, washed 2× brine, dried (MgSO4), and evaporated. The residue was chromatographed on silica gel (hexane/EtOAc 4:1) to give the title compound. Reactants: C(C)OC(=O)CN1C(C(NC2=CC(=CC(=C12)Cl)Cl)=O)=O (1-Ethoxycarbonylmethyl-6,8-dichloroquinoxaline-2,3(1H,4H)-dione), [OH-].[Na+] (NaOH). Run in C1CCOC1 (THF), O (water). The product is C(=O)(O)CN1C(C(NC2=CC(=CC(=C12)Cl)Cl)=O)=O (1-Carboxymethyl-6,8-dichloroquinoxaline-2,3(1H, 4H)-dione). The yield is 64.7%. Reaction SMILES: C([O:3][C:4]([CH2:6][N:7]1[C:16]2[C:11](=[CH:12][C:13]([Cl:18])=[CH:14][C:15]=2[Cl:17])[NH:10][C:9](=[O:19])[C:8]1=[O:20])=[O:5])C.[OH-].[Na+]>C1COCC1.O>[C:4]([CH2:6][N:7]1[C:16]2[C:11](=[CH:12][C:13]([Cl:18])=[CH:14][C:15]=2[Cl:17])[NH:10][C:9](=[O:19])[C:8]1=[O:20])([OH:5])=[O:3] |f:1.2|. Reported procedure: The ester of example 21 (34 mg, 0.107 mmol) was reacted with 0.1M NaOH (3.2 ml) in a mixture of THF (2.0 ml) and water (0,5 ml) for 26 h at 45° C. The solvent was removed in vacuo and the remanens was dissolved in water (1.0 ml), cooled in an ice bath and the pH was adjusted to 2.5 with 0.5 M hydrochloric acid. The precipitate was filtered off, washed with water and dried to give 20 mg (65%) of the title compound. 1H-NMR (DMSO-d6):δ5.0 (s, 2H), 7.2 (d, 1H), 7.41 (d, 1H), 12.33 (s, 1H), 13.18 (br... Starting materials: C(=O)C=1C=CC2=C(C=C(O2)C2=NC3=CC=CC=C3C=C2)C1 (2-(5-formylbenzofuran-2-yl)quinoline), [C-]#N.[Na+] (sodium cyanide), C(C)(=O)O (acetic acid). The reagents and catalysts are [O-2].[Mn+4].[O-2] (manganese (IV) oxide). The solvent is CO (methanol). Run at time 1.5 hour. Product: COC(=O)C=1C=CC2=C(C=C(O2)C2=NC3=CC=CC=C3C=C2)C1 (2-(5-methoxycarbonylbenzofuran-2-yl)-quinoline). RXN SMILES: C(C1[CH:4]=[CH:5][C:6]2[O:10][C:9]([C:11]3[CH:20]=[CH:19][C:18]4[C:13](=[CH:14][CH:15]=[CH:16][CH:17]=4)[N:12]=3)=[CH:8][C:7]=2[CH:21]=1)=O.[C-:22]#N.[Na+].[C:25]([OH:28])(=[O:27])[CH3:26]>CO.[O-2].[Mn+4].[O-2]>[CH3:22][O:27][C:25]([C:26]1[CH:4]=[CH:5][C:6]2[O:10][C:9]([C:11]3[CH:20]=[CH:19][C:18]4[C:13](=[CH:14][CH:15]=[CH:16][CH:17]=4)[N:12]=3)=[CH:8][C:7]=2[CH:21]=1)=[O:28] |f:1.2,5.6.7|. Procedure: A mixture of 2-(5-formylbenzofuran-2-yl)quinoline (0.92 g), manganese (IV) oxide (4.6 g), sodium cyanide (2.2 g) and acetic acid (0.6 ml) in methanol (200 ml) was stirred at ambient temperature for 1.5 hours. The resulting mixture was filtered and filtrate was poured into water (400.ml). The appeared precipitates were collected by filtration and washed with water. The precipitates were subjected to column chromatography on silica gel and eluted with a mixture of toluene and ethyl acetate (50:1).... The reactants are BrC=1C=CC(NC1)=O (5-bromo-2-pyridone), [S-]C1=CC=CC=C1.[K+] (potassium thiophenoxide). Run in O (water), CN1C(CCC1)=O (N-methylpyrrolidinone). Yields the product C1(=CC=CC=C1)SC=1C=CC(NC1)=O (5-(Phenylthio)-2-pyridone). RXN SMILES: Br[C:2]1[CH:3]=[CH:4][C:5](=[O:8])[NH:6][CH:7]=1.[S-:9][C:10]1[CH:15]=[CH:14][CH:13]=[CH:12][CH:11]=1.[K+]>CN1CCCC1=O.O>[C:10]1([S:9][C:2]2[CH:3]=[CH:4][C:5](=[O:8])[NH:6][CH:7]=2)[CH:15]=[CH:14][CH:13]=[CH:12][CH:11]=1 |f:1.2|. Reported procedure: A solution of 5-bromo-2-pyridone (17.3 g 0.1 mole) in N-methylpyrrolidinone (250 ml.) and potassium thiophenoxide (18.1 g, 0.12 mole) is heated at reflux for 12 hours under a nitrogen atmosphere. The reaction mixture is cooled and diluted with water. The product is collected by filtration, washed with water and dried to yeild 5-(phenylthio)-2-pyridone. RXN SMILES: [CH3:1][S:2]([O:3][CH:6]([CH2:7][CH2:8][CH:9]1[CH2:10][CH2:11][C:12](=[O:25])[CH:13]1[CH2:14][CH2:15][CH2:16][CH2:17][CH2:18][CH2:19][C:20](=[O:21])[O:22][CH2:23][CH3:24])[CH2:26][CH2:27][CH2:28][CH2:29][CH3:30])(=[O:4])=[O:5].[CH3:35][N:36]([CH3:37])[CH:38]=[O:39].[N-:32]=[N+:33]=[N-:34].[Na+:31]>>[CH:6]([CH2:7][CH2:8][CH:9]1[CH2:10][CH2:11][C:12](=[O:25])[CH:13]1[CH2:14][CH2:15][CH2:16][CH2:17][CH2:18][CH2:19][C:20](=[O:21])[O:22][CH2:23][CH3:24])([CH2:26][CH2:27][CH2:28][CH2:29][CH3:30])[N:32]=[N+:33]=[N-:34]. The reactants are CCCCCC(CCC1CCC(=O)C1CCCCCCC(=O)OCC)OS(C)(=O)=O, CN(C)C=O, [N-]=[N+]=[N-], [Na+]. Product: CCCCCC(CCC1CCC(=O)C1CCCCCCC(=O)OCC)N=[N+]=[N-]. Reaction SMILES: [C:1](#[N:2])[c:3]1[cH:4][c:5]([OH:9])[cH:6][cH:7][cH:8]1.[CH3:13][OH:14].[ClH:10].[H:11][H:12]>>[CH2:1]([NH2:2])[c:3]1[cH:4][c:5]([OH:9])[cH:6][cH:7][cH:8]1.[ClH:10]. The reactants are N#Cc1cccc(O)c1, CO, Cl, [H][H]. Yields the product NCc1cccc(O)c1, Cl.